This data is from the Open Reaction Database (ORD), a public repository of structured organic reaction records. The task is: describe an organic reaction: reactants, conditions, products, and yield Starting materials: CC(=O)OC1C(=O)Oc2c1cc(C(C)(C)C)cc2C(C)(C)C, Cc1ccc(C)cc1, O. Yields the product Cc1ccc(C)c(C2C(=O)Oc3c2cc(C(C)(C)C)cc3C(C)(C)C)c1. RXN SMILES: [C:1]([O:2][CH:5]1[C:6](=[O:22])[O:7][c:8]2[c:9]1[cH:10][c:11]([C:18]([CH3:19])([CH3:20])[CH3:21])[cH:12][c:13]2[C:14]([CH3:15])([CH3:16])[CH3:17])(=[O:3])[CH3:4].[CH3:23][c:24]1[cH:25][cH:26][c:27]([CH3:28])[cH:29][cH:30]1.[OH2:31]>>[CH:5]1([c:25]2[c:24]([CH3:23])[cH:30][cH:29][c:27]([CH3:28])[cH:26]2)[C:6](=[O:22])[O:7][c:8]2[c:9]1[cH:10][c:11]([C:18]([CH3:19])([CH3:20])[CH3:21])[cH:12][c:13]2[C:14]([CH3:15])([CH3:16])[CH3:17].